Task: describe an organic reaction: reactants, conditions, products, and yield. Dataset: the Open Reaction Database (ORD), a public repository of structured organic reaction records Reactants: C(C1=CC=CC=C1)OC(=O)N1CCC(CC1)CCCCC[C@@H](C(=O)OCC)N[C@H]1CSC2=C(N(C1=O)CC(=O)OC(C)(C)C)C=CC=C2 (tert-butyl 3(R)-[6-(1-benzyloxycarbonyl-4-piperidyl)-1(S)-ethoxycarbonylhexyl]amino-4-oxo-2,3,4,5-tetrahydro-1,5-benzothiazepine-5-acetate), Br.C(C)(=O)O (hydrogen bromide acetic acid), C(C)OCC (Ethyl ether). Run in C(C)(=O)O (acetic acid). Run at time 1.5 hour. Yields the product C(=O)(O)[C@H](CCCCCC1CCNCC1)N[C@H]1CSC2=C(N(C1=O)CC(=O)O)C=CC=C2 (3(R)-[1(S)-carboxy-6-(4-piperidyl)hexyl]amino-4-oxo-2,3,4,5-tetrahydro-1,5-benzothiazepine-5-acetic acid). The yield is 70.3%. As a reaction SMILES: C(OC([N:11]1[CH2:16][CH2:15][CH:14]([CH2:17][CH2:18][CH2:19][CH2:20][CH2:21][C@H:22]([NH:28][C@@H:29]2[C:35](=[O:36])[N:34]([CH2:37][C:38]([O:40]C(C)(C)C)=[O:39])[C:33]3[CH:45]=[CH:46][CH:47]=[CH:48][C:32]=3[S:31][CH2:30]2)[C:23]([O:25]CC)=[O:24])[CH2:13][CH2:12]1)=O)C1C=CC=CC=1.Br.C(O)(=O)C.C(OCC)C>C(O)(=O)C>[C:23]([C@@H:22]([NH:28][C@@H:29]1[C:35](=[O:36])[N:34]([CH2:37][C:38]([OH:40])=[O:39])[C:33]2[CH:45]=[CH:46][CH:47]=[CH:48][C:32]=2[S:31][CH2:30]1)[CH2:21][CH2:20][CH2:19][CH2:18][CH2:17][CH:14]1[CH2:15][CH2:16][NH:11][CH2:12][CH2:13]1)([OH:25])=[O:24] |f:1.2|. Reported procedure: In 1 ml of acetic acid is dissolved 0.9 g of tert-butyl 3(R)-[6-(1-benzyloxycarbonyl-4-piperidyl)-1(S)-ethoxycarbonylhexyl]amino-4-oxo-2,3,4,5-tetrahydro-1,5-benzothiazepine-5-acetate, and 2 ml of 30% hydrogen bromide-acetic acid solution is added to the solution, followed by allowing the mixture to stand at room temperature for 1.5 hours. Ethyl ether (200 ml) is added to the reaction solution, which is then allowed to stand. The supernatant liquid is decanted, and the precipitate is dissolved i...